This data is from the Open Reaction Database (ORD), a public repository of structured organic reaction records. The task is: describe an organic reaction: reactants, conditions, products, and yield Yields the product COC1=NC2=CC(=C(C(=C2N=C1OC)C(=O)N1CCNCC1)C)[N+](=O)[O-] ((2,3-Dimethoxy-6-methyl-7-nitro-quinoxalin-5-yl)-piperazin-1-yl methanone). As a reaction SMILES: [CH3:1][O:2][C:3]1[C:12]([O:13][CH3:14])=[N:11][C:10]2[C:9]([C:15](Cl)=[O:16])=[C:8]([CH3:18])[C:7]([N+:19]([O-:21])=[O:20])=[CH:6][C:5]=2[N:4]=1.[NH:22]1[CH2:27][CH2:26][NH:25][CH2:24][CH2:23]1>>[CH3:1][O:2][C:3]1[C:12]([O:13][CH3:14])=[N:11][C:10]2[C:5](=[CH:6][C:7]([N+:19]([O-:21])=[O:20])=[C:8]([CH3:18])[C:9]=2[C:15]([N:22]2[CH2:27][CH2:26][NH:25][CH2:24][CH2:23]2)=[O:16])[N:4]=1. Procedure details: Prepared from 2,3-dimethoxy-6-methyl-7-nitro-quinoxaline-5-carbonyl chloride (13) 250 mg (0.80 mmol) and piperazine 138 mg (1.60 mmol). Reaction was continued for 2 hours, and the crude product was eluted through a flash column (8% methanol in chloroform): 250 mg (86%), mp 150-152° C.; 1H NMR (CDCl3): δ 8.30 (s, 1H), 4.05 (s, 3H), 3.96 (s, 3H), 3.81 (t, 4H, J=4.9, 5.1 Hz), 2.96 (t, 4H, J=5.1, 4.9 Hz),2.54 (s, 3H), 1.84 (br s, 1H); MS (APCI): m/z 362 (M+H). The reactants are COC1=NC=2C=C(C(=C(C2N=C1OC)C(=O)Cl)C)[N+](=O)[O-] (2,3-Dimethoxy-6-methyl-7-nitro-quinoxaline-5-carbonyl chloride), N1CCNCC1 (piperazine). Run at time 2 hour. Starting materials: C=Cc1cc(C(=O)NOCCO[Si](C)(C)C(C)(C)C)c(Nc2ccc(I)cc2F)c(F)c1F, C1CCOC1, [O-][I+3]([O-])([O-])[O-], [Na+], O. Yields the product CC(C)(C)[Si](C)(C)OCCONC(=O)c1cc(C=O)c(F)c(F)c1Nc1ccc(I)cc1F. Reaction SMILES: [C:1]([CH3:2])([CH3:3])([CH3:4])[Si:5]([O:6][CH2:7][CH2:8][O:9][NH:10][C:11]([c:12]1[c:13]([NH:22][c:23]2[c:24]([F:30])[cH:25][c:26]([I:29])[cH:27][cH:28]2)[c:14]([F:21])[c:15]([F:20])[c:16]([CH:18]=[CH2:19])[cH:17]1)=[O:31])([CH3:32])[CH3:33].[CH2:40]1[O:41][CH2:42][CH2:43][CH2:44]1.[I+3:34]([O-:35])([O-:36])([O-:37])[O-:38].[Na+:39].[OH2:45]>>[C:1]([CH3:2])([CH3:3])([CH3:4])[Si:5]([O:6][CH2:7][CH2:8][O:9][NH:10][C:11]([c:12]1[c:13]([NH:22][c:23]2[c:24]([F:30])[cH:25][c:26]([I:29])[cH:27][cH:28]2)[c:14]([F:21])[c:15]([F:20])[c:16]([CH:18]=[O:35])[cH:17]1)=[O:31])([CH3:32])[CH3:33]. Starting materials: CI, CN(C)C=O, CCOC(=O)C1Oc2cc(Oc3ccc(C(F)(F)F)cc3Cl)ccc2NC1=O, [H-], [Na+], O. Product: CCOC(=O)C1Oc2cc(Oc3ccc(C(F)(F)F)cc3Cl)ccc2N(C)C1=O. RXN SMILES: [CH3:31][I:32].[CH3:34][N:35]([CH3:36])[CH:37]=[O:38].[Cl:3][c:4]1[c:5]([O:6][c:7]2[cH:8][c:9]3[c:10]([cH:21][cH:22]2)[NH:11][C:12](=[O:20])[CH:13]([C:15](=[O:16])[O:17][CH2:18][CH3:19])[O:14]3)[cH:23][cH:24][c:25]([C:27]([F:28])([F:29])[F:30])[cH:26]1.[H-:1].[Na+:2].[OH2:33]>>[Cl:3][c:4]1[c:5]([O:6][c:7]2[cH:8][c:9]3[c:10]([cH:21][cH:22]2)[N:11]([CH3:31])[C:12](=[O:20])[CH:13]([C:15](=[O:16])[O:17][CH2:18][CH3:19])[O:14]3)[cH:23][cH:24][c:25]([C:27]([F:28])([F:29])[F:30])[cH:26]1. The reactants are C[C@@H]1CC[C@H]([C@@H]2[C@H]1CCC(=C2)C)C(=C)C(=O)O (artemisinic acid), C1=C2C(=C(C(=C1I)O)I)OC3=C(C(=C(C=C3C24C5=C(C(=C(C(=C5Cl)Cl)Cl)Cl)C(=O)O4)I)O)I (Rose Bengal), Cu(OSO2CF3)2, [BH4-].[Na+] (sodium borohydride), [O-]O (hydroperoxide). Run in C(C)#N (acetonitrile), O (water), ClCCl (dichloromethane), C(C)#N (acetonitrile), CO (methanol). Run at temperature -30 celsius, time 1 hour. Yields the product C[C@@H]1CC[C@H]2[C@H](C(=O)O[C@H]3[C@@]24[C@H]1CC[C@](O3)(OO4)C)C (qinghaosu). The yield is 48.0%. As a reaction SMILES: [CH3:1][C@H:2]1[C@@H:7]2[CH2:8][CH2:9][C:10]([CH3:12])=[CH:11][C@@H:6]2[C@H:5]([C:13]([C:15]([OH:17])=[O:16])=[CH2:14])[CH2:4][CH2:3]1.[BH4-].[Na+].[O-:20][OH:21].C1C(I)=C([OH:29])C(I)=C2OC3C(C4(OC(=O)C5C(Cl)=C(Cl)C(Cl)=C(Cl)C4=5)C=12)=CC(I)=C(O)C=3I>CO.C(#N)C.ClCCl.O>[CH3:1][C@H:2]1[C@@H:7]2[CH2:8][CH2:9][C@@:10]3([CH3:12])[O:20][O:21][C@:6]42[C@H:5]([C@@H:13]([CH3:14])[C:15]([O:17][C@@H:11]4[O:29]3)=[O:16])[CH2:4][CH2:3]1 |f:1.2|. Reported procedure: Optically-pure qinghao acid (arteannuic or artemisinic acid), obtained from Artemisia annua, was reduced with sodium borohydride in methanol according to a literature procedure (Xu, X.-X.:Zhu, J.; Huang, D.-Z.; Zhou, W. S. Tetrahedron 1986, 42, 819) to dihydroqinghao acid. This was converted into the hydroperoxide in the following way. A suspension of the acid (289 mg, 1.22+10-3 mol) in acetonitrile (5 ml) containing Rose Bengal (6 mg) was stirred vigorously under an oxygen balloon at -30° C. wh... Starting materials: BrC1=CC(=C(O1)CBr)C(=O)OC (methyl 5-bromo-2-(bromomethyl)furan-3-carboxylate), C[O-].[Na+] (sodium methoxide), Cl (hydrochloric acid), O (water). Solvent: CO (methanol). Reaction conditions: time 8 hour. Product: BrC1=CC(=C(O1)COC)C(=O)OC (methyl 5-bromo-2-(methoxymethyl)furan-3-carboxylate). The yield is 75.8%. RXN SMILES: [Br:1][C:2]1[O:6][C:5]([CH2:7]Br)=[C:4]([C:9]([O:11][CH3:12])=[O:10])[CH:3]=1.[CH3:13][O-:14].[Na+].O.Cl>CO>[Br:1][C:2]1[O:6][C:5]([CH2:7][O:14][CH3:13])=[C:4]([C:9]([O:11][CH3:12])=[O:10])[CH:3]=1 |f:1.2|. Procedure: To a solution of methyl 5-bromo-2-(bromomethyl)furan-3-carboxylate (3.0 g) in methanol (30 mL) was added sodium methoxide (0.8 g) at 0° C., and the mixture was stirred at room temperature overnight. The reaction mixture was poured into water, and the mixture was acidified with 1N hydrochloric acid and extracted with ethyl acetate. The organic layer was washed with water, and dried over magnesium sulfate. The solvent was evaporated under reduced pressure, and the residue was purified by silica ge... Reactants: NC=1SC(=CN1)C1=C(N2C(C(C2SC1)NC(=O)OC(C)(C)C)=O)C(=O)OC(C1=CC=CC=C1)C1=CC=CC=C1 (3-(2-amino-thiazol-5-yl)-2-benzhydryloxycarbonyl-7-t-butoxycarbonylamino-8-oxo-5-thia-1-azabicyclo[4.2.0]oct-2-ene), ClC(=O)C=1SC=CC1 (2-chlorocarbonyl-thiophene). Run in C(C)N(CC)CC (triethylamine). Product: C(C1=CC=CC=C1)(C1=CC=CC=C1)OC(=O)C=1N2C(C(C2SCC1C1=CN=C(S1)NC(=O)C=1SC=CC1)NC(=O)OC(C)(C)C)=O (2-benzhydryloxycarbonyl-7-t-butoxycarbonylamino-8-oxo-3-[2-(thien-2-yl-carbonylamino)-thiazol-5-yl]-5-thia-1-azabicyclo[4.2.0]oct-2-ene). The yield is 85.9%. RXN SMILES: [NH2:1][C:2]1[S:3][C:4]([C:7]2[CH2:14][S:13][CH:12]3[N:9]([C:10](=[O:23])[CH:11]3[NH:15][C:16]([O:18][C:19]([CH3:22])([CH3:21])[CH3:20])=[O:17])[C:8]=2[C:24]([O:26][CH:27]([C:34]2[CH:39]=[CH:38][CH:37]=[CH:36][CH:35]=2)[C:28]2[CH:33]=[CH:32][CH:31]=[CH:30][CH:29]=2)=[O:25])=[CH:5][N:6]=1.Cl[C:41]([C:43]1[S:44][CH:45]=[CH:46][CH:47]=1)=[O:42]>C(N(CC)CC)C>[CH:27]([O:26][C:24]([C:8]1[N:9]2[CH:12]([S:13][CH2:14][C:7]=1[C:4]1[S:3][C:2]([NH:1][C:41]([C:43]3[S:44][CH:45]=[CH:46][CH:47]=3)=[O:42])=[N:6][CH:5]=1)[CH:11]([NH:15][C:16]([O:18][C:19]([CH3:22])([CH3:21])[CH3:20])=[O:17])[C:10]2=[O:23])=[O:25])([C:28]1[CH:33]=[CH:32][CH:31]=[CH:30][CH:29]=1)[C:34]1[CH:39]=[CH:38][CH:37]=[CH:36][CH:35]=1. Reported procedure: Following the procedure of Example 2, starting from 3-(2-amino-thiazol-5-yl)-2-benzhydryloxycarbonyl-7-t-butoxycarbonylamino-8-oxo-5-thia-1-azabicyclo[4.2.0]oct-2-ene (4.5 g), triethylamine (1.23 cc) and 2-chlorocarbonyl-thiophene (1.4 g), 2-benzhydryloxycarbonyl-7-t-butoxycarbonylamino-8-oxo-3-[2-(thien-2-yl-carbonylamino)-thiazol-5-yl]-5-thia-1-azabicyclo[4.2.0]oct-2-ene (4.62 g) is obtained, in the form of a cream-coloured powder, after purification over Merck silica gel (0.06-0.2 mm). Reactants: COCNC(C(=C)C)=O (N-methoxymethyl methacrylamide), C(C(=C)C)(=O)OCC1=CC=CC=C1 (benzyl methacrylate), C(C(=C)C)(=O)O (methacrylic acid), C(CCCCCCCCCCC)S (dodecyl mercaptan), CC(C)(C#N)N=NC(C)(C)C#N (Vazo-64), CC(C)(C#N)N=NC(C)(C)C#N (Vazo 64), COCNC(C(=C)C)=O (N-methoxymethyl methacrylamide), C(C(=C)C)(=O)OCC1=CC=CC=C1 (benzyl methacrylate), C(C(=C)C)(=O)O (methacrylic acid), C(CCCCCCCCCCC)S (dodecyl mercaptan), CC(C)(C#N)N=NC(C)(C)C#N (Vazo-64), COCNC(C(=C)C)=O.C(C(=C)C)(=O)OCC1=CC=CC=C1.C(C(=C)C)(=O)O (N-methoxymethyl methacrylamide benzyl methacrylate methacrylic acid). Run in COCCO (Methyl cellosolve). Conditions: temperature 80 celsius, time 8 hour. The product is C(=O)(O)C1=CC=C(C=C1)NC(C(=C)C)=O (N-(4-Carboxyphenyl)methacrylamide). Reaction SMILES: CO[CH2:3][NH:4][C:5](=[O:9])[C:6]([CH3:8])=[CH2:7].C([O:15][CH2:16][C:17]1[CH:22]=[CH:21]C=[CH:19][CH:18]=1)(=O)C(C)=C.C(O)(=[O:27])C(C)=C.C(S)CCCCCCCCCCC.CC(N=NC(C#N)(C)C)(C#N)C.COCNC(=O)C(C)=C.C(OCC1C=CC=CC=1)(=O)C(C)=C.C(O)(=O)C(C)=C>COCCO>[C:16]([C:17]1[CH:22]=[CH:21][C:3]([NH:4][C:5](=[O:9])[C:6]([CH3:8])=[CH2:7])=[CH:19][CH:18]=1)([OH:15])=[O:27] |f:5.6.7|. Procedure details: Methyl cellosolve (199.8 g), N-methoxymethyl methacrylamide (18 g), benzyl methacrylate (11.4 g), methacrylic acid (3 g), dodecyl mercaptan (0.075 g), and Vazo-64 (0.6 g) were added to 500 ml 4-neck ground glass flask, equipped with a heating mantle, temperature controller, mechanical stirrer, condenser, pressure equalized addition funnel and nitrogen inlet. The reaction mixture was heated to 80° C. under nitrogen atmosphere. Then, a pre-mixture of N-methoxymethyl methacrylamide (55 g), benzyl m... Reactants: ClC=1C=C(C=CC1F)C1=CN=C2N1C=CC(=C2F)C(C)(C)O (2-[3-(3-Chloro-4-fluorophenyl)-8-fluoroimidazo[1,2-α]pyridin-7-yl]-propan-2-ol), C(#N)C1=CC=C(C=C1)B(O)O (4-cyanobenzeneboronic acid). The product is FC1=C(C=C(C=C1)C1=CN=C2N1C=CC(=C2F)C(C)(C)O)C2=CC=C(C=C2)C#N (2′-fluoro-5′-[8-fluoro-7-(1-hydroxy-1-methylethyl)-imidazo[1,2-α]pyridin-3-yl]biphenyl-4-carbonitrile). The yield is 10.0%. As a reaction SMILES: Cl[C:2]1[CH:3]=[C:4]([C:9]2[N:13]3[CH:14]=[CH:15][C:16]([C:19]([OH:22])([CH3:21])[CH3:20])=[C:17]([F:18])[C:12]3=[N:11][CH:10]=2)[CH:5]=[CH:6][C:7]=1[F:8].[C:23]([C:25]1[CH:30]=[CH:29][C:28](B(O)O)=[CH:27][CH:26]=1)#[N:24]>>[F:8][C:7]1[CH:6]=[CH:5][C:4]([C:9]2[N:13]3[CH:14]=[CH:15][C:16]([C:19]([OH:22])([CH3:21])[CH3:20])=[C:17]([F:18])[C:12]3=[N:11][CH:10]=2)=[CH:3][C:2]=1[C:28]1[CH:29]=[CH:30][C:25]([C:23]#[N:24])=[CH:26][CH:27]=1. Reported procedure: 2-[3-(3-Chloro-4-fluorophenyl)-8-fluoroimidazo[1,2-α]pyridin-7-yl]-propan-2-ol and 4-cyanobenzeneboronic acid were coupled in the same way as in Example 30 to give 2′-fluoro-5′-[8-fluoro-7-(1-hydroxy-1-methylethyl)-imidazo[1,2-α]pyridin-3-yl]biphenyl-4-carbonitrile as an off-white solid (12 mg, 10%): m/z (ES+) 390 [MH+].